This data is from the Open Reaction Database (ORD), a public repository of structured organic reaction records. The task is: describe an organic reaction: reactants, conditions, products, and yield The reactants are CN(C)C=C1C(C=CC(=C1)C)O (N,N-Dimethyl-2-aminomethylene-4-methylpheno1), [Li]CCCC (n-BuLi), solution. The solvent is CCCCCC (hexane), C1(=CC=CC=C1)C (toluene). Yields the product CN(C)C=C1C([O-])C=CC(=C1)C.[Li+] (lithium N,N-dimethyl-2-aminomethylene-4-methylphenoxide). Reaction SMILES: [CH3:1][N:2]([CH:4]=[C:5]1[CH:10]=[C:9]([CH3:11])[CH:8]=[CH:7][CH:6]1[OH:12])[CH3:3].[Li:13]CCCC>CCCCCC.C1(C)C=CC=CC=1>[CH3:3][N:2]([CH:4]=[C:5]1[CH:10]=[C:9]([CH3:11])[CH:8]=[CH:7][CH:6]1[O-:12])[CH3:1].[Li+:13] |f:4.5|. Procedure details: N,N-Dimethyl-2-aminomethylene-4-methylpheno1 (11.5 g, 57.8 mmol as 97.3% pure), was added slowly to n-BuLi (44 ml of a 1.6M solution in hexane, 70.25 mmol) in toluene (30 ml). A very exothermic reaction occurred and the mixture was cooled whilst addition was taking place. A clear straw coloured solution resulted, which was continually stirred until the temperature dropped to ambient. Solvent was next removed until a white precipitate formed. From which recrystallisation from hexane by refrigerat... The reactants are [Cl-].[NH4+] (ammonium chloride), FC(S(=O)(=O)OS(=O)(=O)C(F)(F)F)(F)F (Trifluoromethanesulfonic anhydride), C(C)(C)(C)[Si](OC(CCC1=C(C=C(C=C1)C(CC)(CC)C1=CC(=C(C=C1)O)C)C)C(C)(C)C)(C)C (4-(1-{4-[3-(t-Butyl-dimethyl-silanyloxy)-4,4-dimethyl-pentyl]-3-methyl-phenyl}-1-ethyl-propyl)-2-methyl-phenol), N1=CC=CC=C1 (pyridine). The solvent is CCCCCC (hexane), C(C)(=O)OCC (ethyl acetate), ClCCl (dichloromethane). Reaction conditions: time 20 minute. Product: C(C)(C)(C)[Si](OC(CCC1=C(C=C(C=C1)C(CC)(CC)C1=CC(=C(C=C1)OS(=O)(=O)C(F)(F)F)C)C)C(C)(C)C)(C)C (Trifluoromethanesulfonic Acid 4-(1-{4-[3-(t-butyl-dimethyl-silanyloxy)-4,4-dimethyl-pentyl]-3-methyl-phenyl}-1-ethyl-propyl)-2-methyl-phenyl Ester). Isolated yield 755.6%. RXN SMILES: [F:1][C:2]([F:15])([F:14])[S:3]([O:6]S(C(F)(F)F)(=O)=O)(=[O:5])=[O:4].[C:16]([Si:20]([CH3:50])([CH3:49])[O:21][CH:22]([C:45]([CH3:48])([CH3:47])[CH3:46])[CH2:23][CH2:24][C:25]1[CH:30]=[CH:29][C:28]([C:31]([C:36]2[CH:41]=[CH:40][C:39](O)=[C:38]([CH3:43])[CH:37]=2)([CH2:34][CH3:35])[CH2:32][CH3:33])=[CH:27][C:26]=1[CH3:44])([CH3:19])([CH3:18])[CH3:17].N1C=CC=CC=1.[Cl-].[NH4+]>ClCCl.CCCCCC.C(OCC)(=O)C>[C:16]([Si:20]([CH3:50])([CH3:49])[O:21][CH:22]([C:45]([CH3:48])([CH3:47])[CH3:46])[CH2:23][CH2:24][C:25]1[CH:30]=[CH:29][C:28]([C:31]([C:36]2[CH:41]=[CH:40][C:39]([O:6][S:3]([C:2]([F:15])([F:14])[F:1])(=[O:5])=[O:4])=[C:38]([CH3:43])[CH:37]=2)([CH2:32][CH3:33])[CH2:34][CH3:35])=[CH:27][C:26]=1[CH3:44])([CH3:17])([CH3:19])[CH3:18] |f:3.4|. Procedure: Trifluoromethanesulfonic anhydride (0.51 mL, 3.09 mmol) was added to a solution of 4-(1-{4-[3-(t-Butyl-dimethyl-silanyloxy)-4,4-dimethyl-pentyl]-3-methyl-phenyl}-1-ethyl-propyl)-2-methyl-phenol (Example 3-(4); 1.18 g, 2.38 mmol) in dichloromethane (40 mL) and pyridine (0.35 mL, 4.28 mmol) at room temperature, and the mixture was stirred at the same temperature for 20 minutes. A saturated aqueous ammonium chloride solution, ethyl acetate and hexane were added to the mixture. The organic layer was...